This data is from the Open Reaction Database (ORD), a public repository of structured organic reaction records. The task is: describe an organic reaction: reactants, conditions, products, and yield Reactants: CN(C)C=O, NS(=O)(=O)c1cc(C(=O)O)cc(N2CCCC2)c1Oc1ccc([N+](=O)[O-])cc1. Yields the product Nc1ccc(Oc2c(N3CCCC3)cc(C(=O)O)cc2S(N)(=O)=O)cc1. As a reaction SMILES: [CH3:29][N:30]([CH3:31])[CH:32]=[O:33].[N+:1]([O-:2])(=[O:3])[c:4]1[cH:5][cH:6][c:7]([O:8][c:9]2[c:10]([N:22]3[CH2:23][CH2:24][CH2:25][CH2:26]3)[cH:11][c:12]([C:13](=[O:14])[OH:15])[cH:16][c:17]2[S:18]([NH2:19])(=[O:20])=[O:21])[cH:27][cH:28]1>>[NH2:1][c:4]1[cH:5][cH:6][c:7]([O:8][c:9]2[c:10]([N:22]3[CH2:23][CH2:24][CH2:25][CH2:26]3)[cH:11][c:12]([C:13](=[O:14])[OH:15])[cH:16][c:17]2[S:18]([NH2:19])(=[O:20])=[O:21])[cH:27][cH:28]1. Reactants: C1CCOC1, CO, Cl, CC(=O)Oc1ccccc1C(=O)N1N=C(c2ccc(C)nc2)SC1c1ccccc1OC(F)F, Cc1ccc(C2=NN(C(=O)c3c(F)cc(F)cc3F)C(c3ccccc3OC(F)F)S2)cn1, [Li+], [OH-]. Yields the product Cc1ccc(C2=NN(C(=O)c3ccccc3O)C(c3ccccc3OC(F)F)S2)cn1. Reaction SMILES: [CH2:71]1[O:72][CH2:73][CH2:74][CH2:75]1.[CH3:76][OH:77].[ClH:70].[F:1][CH:2]([O:3][c:4]1[c:5]([CH:10]2[S:11][C:12]([c:27]3[cH:28][n:29][c:30]([CH3:33])[cH:31][cH:32]3)=[N:13][N:14]2[C:15](=[O:16])[c:17]2[c:18]([O:23][C:24](=[O:25])[CH3:26])[cH:19][cH:20][cH:21][cH:22]2)[cH:6][cH:7][cH:8][cH:9]1)[F:34].[F:35][CH:36]([F:37])[O:38][c:39]1[cH:40][cH:41][cH:42][cH:43][c:44]1[CH:45]1[N:46]([C:47]([c:48]2[c:49]([F:50])[cH:51][c:52]([F:53])[cH:54][c:55]2[F:56])=[O:57])[N:58]=[C:59]([c:60]2[cH:61][n:62][c:63]([CH3:64])[cH:65][cH:66]2)[S:67]1.[Li+:69].[OH-:68]>>[F:1][CH:2]([O:3][c:4]1[c:5]([CH:10]2[S:11][C:12]([c:27]3[cH:28][n:29][c:30]([CH3:33])[cH:31][cH:32]3)=[N:13][N:14]2[C:15](=[O:16])[c:17]2[c:18]([OH:23])[cH:19][cH:20][cH:21][cH:22]2)[cH:6][cH:7][cH:8][cH:9]1)[F:34]. Procedure details: To a suspension of 3-trifluoromethyl phenol (4.05 g, 0.025 mol) and allyl bromide in acetone (50 mL) was added K2CO3 (3.5 g, 0.025 mol). The mixture was stirred overnight at 60° C. and was diluted with n-hexane. The solution was washed with water, dried over anhydrous magnesium sulfate, filtered, and concentrated under reduced pressure. The crude residue was purified by column chromatography to 1-alkyloxy-3-trifluoromethyl-benzene (4.0 mg, 79%). Run in CCCCCC (n-hexane), CC(=O)C (acetone). Product: C(C=C)OC1=CC(=CC=C1)C(F)(F)F (1-Allyloxy-3-trifluoromethyl-benzene). Reaction conditions: temperature 60 celsius, time 8 hour. RXN SMILES: [F:1][C:2]([F:11])([F:10])[C:3]1[CH:4]=[C:5]([OH:9])[CH:6]=[CH:7][CH:8]=1.[CH2:12](Br)[CH:13]=[CH2:14].C([O-])([O-])=O.[K+].[K+]>CC(C)=O.CCCCCC>[CH2:14]([O:9][C:5]1[CH:6]=[CH:7][CH:8]=[C:3]([C:2]([F:10])([F:11])[F:1])[CH:4]=1)[CH:13]=[CH2:12] |f:2.3.4|. Starting materials: FC(C=1C=C(C=CC1)O)(F)F (3-trifluoromethyl phenol), C(C=C)Br (allyl bromide), C(=O)([O-])[O-].[K+].[K+] (K2CO3). Reactants: Br, CC(=O)O, CCOC(C)=O, CC(=O)O, CC(NC(=O)c1cc(Cl)ccc1NC(=O)C1CC(c2ncccc2S(=O)(=O)[O-])=NN1c1ncccc1Cl)C1CC1, [Na+], [OH-], O. Yields the product CC(NC(=O)c1cc(Cl)ccc1NC(=O)C1CC(Br)=NN1c1ncccc1Cl)C1CC1. RXN SMILES: [BrH:45].[C:41]([OH:42])(=[O:43])[CH3:44].[CH3:46][CH2:47][O:48][C:49](=[O:50])[CH3:51].[CH3:54][C:55](=[O:56])[OH:57].[Cl:1][c:2]1[cH:3][c:4]([C:33]([NH:34][CH:35]([CH3:36])[CH:37]2[CH2:38][CH2:39]2)=[O:40])[c:5]([NH:8][C:9](=[O:10])[CH:11]2[CH2:12][C:13]([c:23]3[c:24]([S:25]([O-:26])(=[O:27])=[O:28])[cH:29][cH:30][cH:31][n:32]3)=[N:14][N:15]2[c:16]2[n:17][cH:18][cH:19][cH:20][c:21]2[Cl:22])[cH:6][cH:7]1.[Na+:53].[OH-:52].[OH2:58]>>[Cl:1][c:2]1[cH:3][c:4]([C:33]([NH:34][CH:35]([CH3:36])[CH:37]2[CH2:38][CH2:39]2)=[O:40])[c:5]([NH:8][C:9](=[O:10])[CH:11]2[CH2:12][C:13]([Br:45])=[N:14][N:15]2[c:16]2[n:17][cH:18][cH:19][cH:20][c:21]2[Cl:22])[cH:6][cH:7]1. Starting materials: COC(=O)C=1C(=NSC1SC)OC(=O)OC (3-Methoxycarbonyloxy-5-methylsulfanyl-isothiazole-4-carboxylic acid methyl ester), FC(C(=O)OC(C(F)(F)F)=O)(F)F (Trifluoroacetic acid anhydride), OO.NC(=O)N (urea hydrogen peroxide), compound, S(=O)(O)[O-].[Na+] (sodium hydrogen sulfite). Solvent: O (water). Run at temperature 0 celsius, time 45 minute. Yields the product COC(=O)C=1C(=NSC1S(=O)(=O)C)OC(=O)OC (5-Methanesulfonyl-3-methoxycarbonyloxy-isothiazole-4-carboxylic acid methyl ester). RXN SMILES: [CH3:1][O:2][C:3]([C:5]1[C:6]([O:12][C:13]([O:15][CH3:16])=[O:14])=[N:7][S:8][C:9]=1SC)=[O:4].OO.N[C:20](N)=O.FC(F)(F)C(OC(=O)C(F)(F)F)=O.[S:36]([O-:39])(O)=[O:37].[Na+]>O>[CH3:1][O:2][C:3]([C:5]1[C:6]([O:12][C:13]([O:15][CH3:16])=[O:14])=[N:7][S:8][C:9]=1[S:36]([CH3:20])(=[O:39])=[O:37])=[O:4] |f:1.2,4.5|. Procedure details: The 3-Methoxycarbonyloxy-5-methylsulfanyl-isothiazole-4-carboxylic acid methyl ester slurry was cooled to 0° C., and urea hydrogen peroxide addition compound (2.8 equiv, 12.8 g) was added. Trifluoroacetic acid anhydride (2.8 equiv, 19.2 mL, 28.4 g) was added dropwise over 20 minutes. The mixture stirred at 0° C. for 45 minutes, and quenched with sodium hydrogen sulfite (2.0 equiv, 10.0 g) in water (90 mL, 9 volumes) and stirred at 25° C. Most of the acetonitrile was removed under vacuum, then th... Reaction SMILES: [BrH:1].[CH2:2]([O:4][C:5](=[O:20])[CH:6]([C:18]#[N:19])[CH:7]1[CH2:16][CH2:15][C:14]2[CH:13]=[N:12][CH:11]=[CH:10][C:9]=2[C:8]1=O)[CH3:3]>C(O)(=O)C.C(OCC)C>[BrH:1].[CH2:2]([O:4][C:5]([C:6]1[C:7]2[CH2:16][CH2:15][C:14]3[CH:13]=[N:12][CH:11]=[CH:10][C:9]=3[C:8]=2[NH:19][C:18]=1[Br:1])=[O:20])[CH3:3] |f:4.5|. Procedure: To stirred, cold (4° C.) 33% HBr in acetic acid (27 mL), cyano-(5-oxo-5,6,7,8-tetrahydro-isoquinolin-6-yl)-acetic acid ethyl ester 8C (7 mmol), dissolved in acetic acid (22 mL) and diethyl ether (22 mL), was added dropwise. The mixture was stirred at rt for 15 h. The yellow precipitate was filtered and repeatedly washed with diethyl ether affording the title product in 89% yield. ESI (+) MS: m/z 322 (MH+). 1H NMR: 1.32 (t, J=7.19, 3H), 3.02-3.33 (m, 4H), 4.17-4.31 (m, 2H), 7.89 (d, J=6.22, 1H), ... Starting materials: Br (HBr), C(C)OC(C(C1C(C=2C=CN=CC2CC1)=O)C#N)=O (Cyano-(5-oxo-5,6,7,8-tetrahydro-isoquinolin-6-yl)-acetic acid ethyl ester). Yields the product Br.C(C)OC(=O)C1=C(NC=2C=3C=CN=CC3CCC21)Br (2-Bromo-4,5-dihydro-1H-pyrrolo[2,3-f]isoquinoline-3-carboxylic acid ethyl ester hydrobromide). The yield is 89.0%. Solvent: C(C)(=O)O (acetic acid), C(C)(=O)O (acetic acid), C(C)OCC (diethyl ether). Starting materials: CC1CC(=O)N(C)C1C(=O)OC(C)(C)C, ClCCl, O=C(O)C(F)(F)F. Product: CC1CC(=O)N(C)C1C(=O)O. RXN SMILES: [CH3:1][N:2]1[CH:3]([C:4](=[O:5])[O:6][C:7]([CH3:8])([CH3:9])[CH3:10])[CH:11]([CH3:15])[CH2:12][C:13]1=[O:14].[Cl:23][CH2:24][Cl:25].[OH:16][C:17]([C:18]([F:19])([F:20])[F:21])=[O:22]>>[CH3:1][N:2]1[CH:3]([C:4](=[O:5])[OH:6])[CH:11]([CH3:15])[CH2:12][C:13]1=[O:14]. Starting materials: C(C)(=O)OCC (ethyl acetate), CC1=C(COC=2C=C(C=CC2C)CC#N)C(=CC=C1)C (2-(3-(2,6-dimethylbenzyloxy)-4-methylphenyl)acetonitrile), [N-]=[N+]=[N-].[Na+] (sodium azide), [Cl-].[NH4+] (ammonium chloride). Reaction conditions: temperature 90 celsius. Product: CC1=C(COC=2C=C(CC3=NN=NN3)C=CC2C)C(=CC=C1)C (5-(3-(2,6-Dimethylbenzyloxy)-4-methylbenzyl)-1H-tetrazole). Solvent: CN(C)C=O (DMF), CCCCCC (hexane). Reaction SMILES: [CH3:1][C:2]1[CH:19]=[CH:18][CH:17]=[C:16]([CH3:20])[C:3]=1[CH2:4][O:5][C:6]1[CH:7]=[C:8]([CH2:13][C:14]#[N:15])[CH:9]=[CH:10][C:11]=1[CH3:12].[N-:21]=[N+:22]=[N-:23].[Na+].[Cl-].[NH4+].C(OCC)(=O)C>CN(C=O)C.CCCCCC>[CH3:1][C:2]1[CH:19]=[CH:18][CH:17]=[C:16]([CH3:20])[C:3]=1[CH2:4][O:5][C:6]1[CH:7]=[C:8]([CH:9]=[CH:10][C:11]=1[CH3:12])[CH2:13][C:14]1[NH:23][N:22]=[N:21][N:15]=1 |f:1.2,3.4|. Procedure: A mixture of 2-(3-(2,6-dimethylbenzyloxy)-4-methylphenyl)acetonitrile (Step B, 1.12 g, 4.2 mmol), sodium azide (0.400 g, 6.1 mmol) and ammonium chloride (0.350 g, 6.5 mmol) in dry DMF (15 ml) was heated under argon at 90° C. for 16 hours or until all the starting material is consumed, the reaction mixture was cooled, diluted with water and extracted with EtOAc (30 ml×4). The combined organic layer was washed with brine, dried over Na2SO4, filtered, concentrated and purified by flash chromatograp... Reactants: CCCn1cc(C(C)(C)C)sc1=NC(=O)c1cc(Cl)ccc1OC, COc1ccc(P2(=S)SP(=S)(c3ccc(OC)cc3)S2)cc1, Cc1ccccc1. The product is CCCn1cc(C(C)(C)C)sc1=NC(=S)c1cc(Cl)ccc1OC. As a reaction SMILES: [C:1]([CH3:2])([CH3:3])([CH3:4])[c:5]1[cH:6][n:7]([CH2:22][CH2:23][CH3:24])[c:8](=[N:10][C:11]([c:12]2[c:13]([O:19][CH3:20])[cH:14][cH:15][c:16]([Cl:18])[cH:17]2)=[O:21])[s:9]1.[CH3:25][O:26][c:27]1[cH:28][cH:29][c:30]([P:31]2(=[S:32])[S:33][P:35](=[S:36])([c:37]3[cH:38][cH:39][c:40]([O:41][CH3:42])[cH:43][cH:44]3)[S:34]2)[cH:45][cH:46]1.[CH3:47][c:48]1[cH:49][cH:50][cH:51][cH:52][cH:53]1>>[C:1]([CH3:2])([CH3:3])([CH3:4])[c:5]1[cH:6][n:7]([CH2:22][CH2:23][CH3:24])[c:8](=[N:10][C:11]([c:12]2[c:13]([O:19][CH3:20])[cH:14][cH:15][c:16]([Cl:18])[cH:17]2)=[S:34])[s:9]1. The reactants are COC(=O)C1=C(N(C(C=C1C)=O)N)C (1-amino-2,4-dimethyl-6-oxo-1,6-dihydro-pyridine-3-carboxylic acid methyl ester), C(CC)=O (propionaldehyde), [BH4-].[Na+] (sodium tetrahydroborate). Reported procedure: A mixture of 1-amino-2,4-dimethyl-6-oxo-1,6-dihydro-pyridine-3-carboxylic acid methyl ester (2.8 g, 14 mmol), propionaldehyde (5.1 mL, 71 mmol) and molecular sieves (size 4 Å, 5 g) in methanol (50 mL) was stirred overnight at room temperature. The solution was cooled to 5° C. and sodium tetrahydroborate (2.2 g, 57 mmol) was added in small portions. It was stirred for 1 hour at 5° C., then filtered and evaporated. The residue was partitioned between water (100 mL) and ethyl acetate (3×100 mL). Th... Conditions: time 8 hour. Reaction SMILES: [CH3:1][O:2][C:3]([C:5]1[C:10]([CH3:11])=[CH:9][C:8](=[O:12])[N:7]([NH2:13])[C:6]=1[CH3:14])=[O:4].[CH:15](=O)[CH2:16][CH3:17].[BH4-].[Na+]>CO>[CH3:1][O:2][C:3]([C:5]1[C:10]([CH3:11])=[CH:9][C:8](=[O:12])[N:7]([NH:13][CH2:15][CH2:16][CH3:17])[C:6]=1[CH3:14])=[O:4] |f:2.3|. The product is COC(=O)C1=C(N(C(C=C1C)=O)NCCC)C (2,4-Dimethyl-6-oxo-1-propylamino-1,6-dihydro-pyridine-3-carboxylic acid methyl ester). Solvent: CO (methanol).